From a dataset of the Open Reaction Database (ORD), a public repository of structured organic reaction records. describe an organic reaction: reactants, conditions, products, and yield The reactants are COc1cc(C(C)=O)cc(OC)c1OC, COc1cc2[nH]cc(C=O)c2cc1O. The product is COc1cc2[nH]cc(C=CC(=O)c3cc(OC)c(OC)c(OC)c3)c2cc1O. As a reaction SMILES: [CH3:1][O:2][c:3]1[cH:4][c:5]([C:13]([CH3:14])=[O:15])[cH:6][c:7]([O:11][CH3:12])[c:8]1[O:9][CH3:10].[OH:16][c:17]1[cH:18][c:19]2[c:20]([CH:28]=[O:29])[cH:21][nH:22][c:23]2[cH:24][c:25]1[O:26][CH3:27]>>[CH3:1][O:2][c:3]1[cH:4][c:5]([C:13]([CH:14]=[CH:28][c:20]2[c:19]3[cH:18][c:17]([OH:16])[c:25]([O:26][CH3:27])[cH:24][c:23]3[nH:22][cH:21]2)=[O:15])[cH:6][c:7]([O:11][CH3:12])[c:8]1[O:9][CH3:10].